Task: describe an organic reaction: reactants, conditions, products, and yield. Dataset: the Open Reaction Database (ORD), a public repository of structured organic reaction records Starting materials: C(C)(=O)[O-].[Na+] (sodium acetate), C(C1=CC=CC=C1)=CC(=O)C=CC1=CC=CC=C1 (dibenzylideneacetone), [Pd](Cl)Cl (palladium chloride). Solvent: CO (methanol). Conditions: temperature 55 celsius. Product: C=1C=CC(=CC1)/C=C/C(=O)/C=C/C2=CC=CC=C2.C=1C=CC(=CC1)/C=C/C(=O)/C=C/C2=CC=CC=C2.C=1C=CC(=CC1)/C=C/C(=O)/C=C/C2=CC=CC=C2.[Pd].[Pd] (Pd2DBA3). As a reaction SMILES: [Pd:1](Cl)Cl.C([O-])(=O)C.[Na+].[CH:9](=[CH:16][C:17]([CH:19]=[CH:20][C:21]1[CH:26]=[CH:25][CH:24]=[CH:23][CH:22]=1)=[O:18])[C:10]1[CH:15]=[CH:14][CH:13]=[CH:12][CH:11]=1>CO>[CH:24]1[CH:23]=[CH:22][C:21](/[CH:20]=[CH:19]/[C:17](/[CH:16]=[CH:9]/[C:10]2[CH:15]=[CH:14][CH:13]=[CH:12][CH:11]=2)=[O:18])=[CH:26][CH:25]=1.[CH:24]1[CH:23]=[CH:22][C:21](/[CH:20]=[CH:19]/[C:17](/[CH:16]=[CH:9]/[C:10]2[CH:15]=[CH:14][CH:13]=[CH:12][CH:11]=2)=[O:18])=[CH:26][CH:25]=1.[CH:24]1[CH:23]=[CH:22][C:21](/[CH:20]=[CH:19]/[C:17](/[CH:16]=[CH:9]/[C:10]2[CH:15]=[CH:14][CH:13]=[CH:12][CH:11]=2)=[O:18])=[CH:26][CH:25]=1.[Pd:1].[Pd:1] |f:1.2,5.6.7.8.9|. Reported procedure: 1.05 g palladium chloride were added to a 100 mL methanol solution containing 3.9 g sodium acetate and 4.6 g dibenzylideneacetone. The reaction mixture was warmed to 55° C. and the temperature maintained for one hour so that a precipitate was formed. The precipitate was then filtered from the methanol and redissolved in chloroform to produce a dark purple solution. This solution was stripped under reduced pressure at 25°-30° C. to produce a dark purple or black solid of Pd2DBA3.CHCl3. 1.5 g of t... Starting materials: CC(=O)O, Oc1cccc(OCc2cccc(F)c2)c1, O, O=[N+]([O-])O. Product: O=[N+]([O-])c1ccc(OCc2cccc(F)c2)cc1O. RXN SMILES: [CH3:22][C:23](=[O:24])[OH:25].[F:1][c:2]1[cH:3][c:4]([CH2:5][O:6][c:7]2[cH:8][c:9]([OH:13])[cH:10][cH:11][cH:12]2)[cH:14][cH:15][cH:16]1.[OH2:21].[OH:17][N+:18]([O-:19])=[O:20]>>[F:1][c:2]1[cH:3][c:4]([CH2:5][O:6][c:7]2[cH:8][c:9]([OH:13])[c:10]([N+:18](=[O:17])[O-:19])[cH:11][cH:12]2)[cH:14][cH:15][cH:16]1. The reactants are C=O (formaline), Cl (hydrochloric acid), atmosphere, OC1=C(C=C(C=C1)[C@@H]1OC2=C([C@H]1C)C=C(C=C2OC)\C=C\C)OC (trans-2,3-dihydro-2-(4-hydroxy-3-methoxyphenyl)-7-methoxy-3-methyl-5-(E)-propenylbenzofuran), C=O (formalin). The solvent is [OH-].[K+] (potash lye). Conditions: time 24 hour. The product is COC1=CC(=CC=2[C@H]([C@@H](OC21)C=2C=C(C(=C(CO)C2)O)OC)C)\C=C\C (5-[trans-2,3-dihydro-7-methoxy-3-methyl-5-(E)-propenylbenzofuran-2-yl]-2-hydroxy-3-methoxybenzyl alcohol). As a reaction SMILES: [OH:1][C:2]1[CH:7]=[CH:6][C:5]([C@H:8]2[C@H:12]([CH3:13])[C:11]3[CH:14]=[C:15](/[CH:20]=[CH:21]/[CH3:22])[CH:16]=[C:17]([O:18][CH3:19])[C:10]=3[O:9]2)=[CH:4][C:3]=1[O:23][CH3:24].[CH2:25]=[O:26].Cl>[OH-].[K+]>[CH3:19][O:18][C:17]1[C:10]2[O:9][C@@H:8]([C:5]3[CH:4]=[C:3]([O:23][CH3:24])[C:2]([OH:1])=[C:7]([CH:6]=3)[CH2:25][OH:26])[C@H:12]([CH3:13])[C:11]=2[CH:14]=[C:15](/[CH:20]=[CH:21]/[CH3:22])[CH:16]=1 |f:3.4|. Procedure: In a nitrogen atmosphere 10 g trans-2,3-dihydro-2-(4-hydroxy-3-methoxyphenyl)-7-methoxy-3-methyl-5-(E)-propenylbenzofuran are dissolved in 400 ml 2 N potash lye and treated with 37 ml 35 percent formalin solution, then held for 24 hours at 74° C. and treated twice within this period with the same amount of formaline solution. After cooling follows acidification with dilute hydrochloric acid until a pH of 1 is attained, then extraction with ether, washing of the ether phase with water, 5 percent ... The reactants are C1CCOC1, O=Cn1nnc2ccccc21, CC(=O)NCC1CN(c2ccc(C3CNC3)c(F)c2)C(=O)O1. Yields the product CC(=O)NCC1CN(c2ccc(C3CN(C=O)C3)c(F)c2)C(=O)O1. As a reaction SMILES: [CH2:34]1[O:35][CH2:36][CH2:37][CH2:38]1.[CH:1](=[O:2])[n:3]1[c:4]2[cH:5][cH:6][cH:7][cH:8][c:9]2[n:10][n:11]1.[F:12][c:13]1[cH:14][c:15]([N:23]2[C:24](=[O:33])[O:25][CH:26]([CH2:28][NH:29][C:30]([CH3:31])=[O:32])[CH2:27]2)[cH:16][cH:17][c:18]1[CH:19]1[CH2:20][NH:21][CH2:22]1>>[CH:1](=[O:2])[N:21]1[CH2:20][CH:19]([c:18]2[c:13]([F:12])[cH:14][c:15]([N:23]3[C:24](=[O:33])[O:25][CH:26]([CH2:28][NH:29][C:30]([CH3:31])=[O:32])[CH2:27]3)[cH:16][cH:17]2)[CH2:22]1. Starting materials: C(C1CO1)OC1=CC=C(C=C1)Cl (4-chlorophenyl glycidyl ether), CC(CC1=CC=C(C=C1)OC)(C)N (1,1-dimethyl-2-(4-methoxyphenyl)ethylamine). RXN SMILES: [CH2:1]([O:5][C:6]1[CH:11]=[CH:10][C:9]([Cl:12])=[CH:8][CH:7]=1)[CH:2]1[O:4][CH2:3]1.[CH3:13][C:14]([NH2:25])([CH3:24])[CH2:15][C:16]1[CH:21]=[CH:20][C:19]([O:22][CH3:23])=[CH:18][CH:17]=1>>[ClH:12].[OH:4][CH:2]([CH2:1][O:5][C:6]1[CH:11]=[CH:10][C:9]([Cl:12])=[CH:8][CH:7]=1)[CH2:3][NH:25][C:14]([CH3:24])([CH3:13])[CH2:15][C:16]1[CH:21]=[CH:20][C:19]([O:22][CH3:23])=[CH:18][CH:17]=1 |f:2.3|. Reported procedure: Using the method of Example 6, supra, 4-chlorophenyl glycidyl ether (185 mg, 1 mmol) and 1,1-dimethyl-2-(4-methoxyphenyl)ethylamine (269 mg, 1.5 mmol) were used to prepare 272 mg of the title compound as a white solid: GC/EI-MS, m/z (rel. int.) 348 (M-15, 1), 244 (35), 243 (15), 242 (100), 163 (9), 121 (24), 114 (7), 71 (24), 70 (26), 58 (15), 42 (7). The product is Cl.OC(CNC(CC1=CC=C(C=C1)OC)(C)C)COC1=CC=C(C=C1)Cl (N-[2-Hydroxy-3-(4-chlorophenoxy)propyl]-1,1-dimethyl-2-(4-methoxypheny)ethylamine Hydrochloride). Yield: 135.9%. Starting materials: C1(=C(C=CC=C1)N)N (o-phenylenediamine), ClC1=CC=C(OC(=O)N=C=S)C=C1 (4-chlorophenoxycarbonylisothiocyanate). The product is ClC1=CC=C(OC(=O)NC(NC2=C(C=CC=C2)NC(=S)NC(=O)OC2=CC=C(C=C2)Cl)=S)C=C1 (1,2-Bis [3-(4-chlorophenoxycarbonyl)-2-thioureido] benzene). RXN SMILES: [C:1]1([NH2:8])[CH:6]=[CH:5][CH:4]=[CH:3][C:2]=1[NH2:7].[Cl:9][C:10]1[CH:21]=[CH:20][C:13]([O:14][C:15]([N:17]=[C:18]=[S:19])=[O:16])=[CH:12][CH:11]=1>>[Cl:9][C:10]1[CH:21]=[CH:20][C:13]([O:14][C:15]([NH:17][C:18](=[S:19])[NH:7][C:2]2[CH:3]=[CH:4][CH:5]=[CH:6][C:1]=2[NH:8][C:18]([NH:17][C:15]([O:14][C:13]2[CH:20]=[CH:21][C:10]([Cl:9])=[CH:11][CH:12]=2)=[O:16])=[S:19])=[O:16])=[CH:12][CH:11]=1. Procedure: 3.3 g. of o-phenylenediamine were dropped into the mixture containing the resulting 4-chlorophenoxycarbonylisothiocyanate at a temperature of 0°-20° C. Reactants: O=C([O-])[O-], CCN=C=O, CC#N, O=C(O)C(F)(F)F, [K+], [K+], NCCc1cccc(-c2nc(=O)c3ccccc3s2)n1. Yields the product CCNC(=O)NCCc1cccc(-c2nc(=O)c3ccccc3s2)n1. RXN SMILES: [C:28](=[O:29])([O-:30])[O-:31].[CH2:34]([CH3:35])[N:36]=[C:37]=[O:38].[CH3:39][C:40]#[N:41].[F:1][C:2]([F:3])([F:4])[C:5]([OH:6])=[O:7].[K+:32].[K+:33].[NH2:8][CH2:9][CH2:10][c:11]1[cH:12][cH:13][cH:14][c:15](-[c:17]2[s:18][c:19]3[c:20]([c:21](=[O:23])[n:22]2)[cH:24][cH:25][cH:26][cH:27]3)[n:16]1>>[NH:8]([CH2:9][CH2:10][c:11]1[cH:12][cH:13][cH:14][c:15](-[c:17]2[s:18][c:19]3[c:20]([c:21](=[O:23])[n:22]2)[cH:24][cH:25][cH:26][cH:27]3)[n:16]1)[C:37]([NH:36][CH2:34][CH3:35])=[O:38].